This data is from the Open Reaction Database (ORD), a public repository of structured organic reaction records. The task is: describe an organic reaction: reactants, conditions, products, and yield Run in ClCCl (dichloromethane), CO (methanol). Reactants: O (Water), C(C)(C)(C)C=1C=C(C(=O)OC)C=CC1O (Methyl 3-t-butyl-4-hydroxybenzoate), IN1C(CCC1=O)=O (N-iodosuccinimide), FC(S(=O)(=O)O)(F)F (trifluoromethanesulfonic acid). The yield is 94.3%. RXN SMILES: [C:1]([C:5]1[CH:6]=[C:7]([CH:12]=[CH:13][C:14]=1[OH:15])[C:8]([O:10][CH3:11])=[O:9])([CH3:4])([CH3:3])[CH3:2].[I:16]N1C(=O)CCC1=O.FC(F)(F)S(O)(=O)=O.O>ClCCl.CO>[C:1]([C:5]1[CH:6]=[C:7]([CH:12]=[C:13]([I:16])[C:14]=1[OH:15])[C:8]([O:10][CH3:11])=[O:9])([CH3:4])([CH3:2])[CH3:3]. Procedure details: Methyl 3-t-butyl-4-hydroxybenzoate (1.83 g) was dissolved in dichloromethane (24 mL) and methanol (3 mL), and N-iodosuccinimide (2.08 g) and trifluoromethanesulfonic acid (3 mL) were added to the solution, and then the mixture was stirred at room temperature for 15 minutes. Water was added to the reaction solution, and then the organic layer was separated. The organic layer was washed with 10% sodium thiosulfate and saturated brine, and then dried over anhydrous sodium sulfate. The solvent was d... Reaction conditions: time 15 minute. Yields the product C(C)(C)(C)C=1C=C(C(=O)OC)C=C(C1O)I (methyl 3-t-butyl-4-hydroxy-5-iodobenzoate). Starting materials: COC=1C=C(C=CC1OC)C(C(CCC)CCC)N (1-(3′,4′-dimethoxyphenyl)-2-propylpentylamine), C([O-])([O-])=O.[Na+].[Na+] (sodium carbonate), C(=O)(OCC)N1C(C=2C(C1=O)=CC=CC2)=O (N-carbethoxyphthalimide). The solvent is O (water), C(C)#N (acetonitrile). Run at time 2.5 hour. Product: C1(C=2C(C(N1C(C(CCC)CCC)C1=CC(=C(C=C1)OC)OC)=O)=CC=CC2)=O (1-Phthalimido-1-(3′,4′-dimethoxyphenyl)-2-propylpentane). Isolated yield 39.5%. As a reaction SMILES: [CH3:1][O:2][C:3]1[CH:4]=[C:5]([CH:11]([NH2:19])[CH:12]([CH2:16][CH2:17][CH3:18])[CH2:13][CH2:14][CH3:15])[CH:6]=[CH:7][C:8]=1[O:9][CH3:10].C(=O)([O-])[O-].[Na+].[Na+].C(N1[C:35](=[O:36])[C:34]2=[CH:37][CH:38]=[CH:39][CH:40]=[C:33]2[C:32]1=[O:41])(OCC)=O>O.C(#N)C>[C:32]1(=[O:41])[N:19]([CH:11]([C:5]2[CH:6]=[CH:7][C:8]([O:9][CH3:10])=[C:3]([O:2][CH3:1])[CH:4]=2)[CH:12]([CH2:16][CH2:17][CH3:18])[CH2:13][CH2:14][CH3:15])[C:35](=[O:36])[C:34]2=[CH:37][CH:38]=[CH:39][CH:40]=[C:33]12 |f:1.2.3|. Procedure details: To a stirred solution of 1-(3′,4′-dimethoxyphenyl)-2-propylpentylamine (0.40 grams, 1.60 mmol) and sodium carbonate (0.18 grams, 1.72 mmol) in a mixture of water (5 milliliters) and acetonitrile (10 milliliters) was added N-carbethoxyphthalimide (0.35 grams, 1.60 mmol). The resulting solution was stirred for 2.5 hours at room temperature, the acetonitrile was evaporated and a two phase mixture resulted. The organic phase was extracted into methylene chloride, dried over magnesium sulfate and con... Reactants: CN([SiH](C)C)[Si](C)(C)C, COCCOC, CCOC(C)=O, CC(C)OC(=O)CCCC1CCC2C(CC(OC3CCCCO3)C2C=O)OC1, [K], O=S(=O)(CCCOc1ccccc1)c1nnnn1-c1ccccc1, O, Cc1ccccc1. Yields the product CC(C)OC(=O)CCCC1CCC2C(CC(OC3CCCCO3)C2C=CCCOc2ccccc2)OC1. Reaction SMILES: [CH3:32][SiH:33]([CH3:34])[N:35]([CH3:36])[Si:37]([CH3:38])([CH3:39])[CH3:40].[CH3:71][O:72][CH2:73][CH2:74][O:75][CH3:76].[CH3:77][CH2:78][O:79][C:80](=[O:81])[CH3:82].[CH:42](=[O:43])[CH:44]1[CH:45]([O:63][CH:64]2[O:65][CH2:66][CH2:67][CH2:68][CH2:69]2)[CH2:46][CH:47]2[O:48][CH2:49][CH:50]([CH2:54][CH2:55][CH2:56][C:57](=[O:58])[O:59][CH:60]([CH3:61])[CH3:62])[CH2:51][CH2:52][CH:53]12.[K:41].[O:1]([c:2]1[cH:3][cH:4][cH:5][cH:6][cH:7]1)[CH2:8][CH2:9][CH2:10][S:11]([c:12]1[n:13](-[c:14]2[cH:15][cH:16][cH:17][cH:18][cH:19]2)[n:20][n:21][n:22]1)(=[O:23])=[O:24].[OH2:70].[c:25]1([CH3:26])[cH:27][cH:28][cH:29][cH:30][cH:31]1>>[O:1]([c:2]1[cH:3][cH:4][cH:5][cH:6][cH:7]1)[CH2:8][CH2:9][CH:10]=[CH:42][CH:44]1[CH:45]([O:63][CH:64]2[O:65][CH2:66][CH2:67][CH2:68][CH2:69]2)[CH2:46][CH:47]2[O:48][CH2:49][CH:50]([CH2:54][CH2:55][CH2:56][C:57](=[O:58])[O:59][CH:60]([CH3:61])[CH3:62])[CH2:51][CH2:52][CH:53]12. Starting materials: C(C1=CC=CC=C1)OC=1C=C(C(=O)N2C(CCCC2)C=2OC(=C(N2)C2=CC=CC=C2)C2=CC=CC=C2)C=CC1 (1-(3-benzyloxybenzoyl)-2-(4,5-diphenyl-2-oxazolyl)piperidine). Reagents/catalysts: [Pd] (Pd—C). Run in C(C)(=O)OCC (ethyl acetate). Conditions: time 7 hour. The product is OC=1C=C(C(=O)N2C(CCCC2)C=2OC(=C(N2)C2=CC=CC=C2)C2=CC=CC=C2)C=CC1 (1-(3-hydroxybenzoyl)-2-(4,5-diphenyl-2-oxazolyl)piperidine). The yield is 127.6%. RXN SMILES: C([O:8][C:9]1[CH:10]=[C:11]([CH:37]=[CH:38][CH:39]=1)[C:12]([N:14]1[CH2:19][CH2:18][CH2:17][CH2:16][CH:15]1[C:20]1[O:21][C:22]([C:31]2[CH:36]=[CH:35][CH:34]=[CH:33][CH:32]=2)=[C:23]([C:25]2[CH:30]=[CH:29][CH:28]=[CH:27][CH:26]=2)[N:24]=1)=[O:13])C1C=CC=CC=1>C(OCC)(=O)C.[Pd]>[OH:8][C:9]1[CH:10]=[C:11]([CH:37]=[CH:38][CH:39]=1)[C:12]([N:14]1[CH2:19][CH2:18][CH2:17][CH2:16][CH:15]1[C:20]1[O:21][C:22]([C:31]2[CH:32]=[CH:33][CH:34]=[CH:35][CH:36]=2)=[C:23]([C:25]2[CH:30]=[CH:29][CH:28]=[CH:27][CH:26]=2)[N:24]=1)=[O:13]. Reported procedure: A mixture of 1-(3-benzyloxybenzoyl)-2-(4,5-diphenyl-2-oxazolyl)piperidine (95 mg) and 10% Pd—C (50% wet, 15 mg) in ethyl acetate (3 ml)—10% methanolic hydrogen chloride was stirred in the presence of atmospheric H2 gas at room temperature for 7 hours and filtered. The filtrate was evaporated in vacuo to afford 1-(3-hydroxybenzoyl)-2-(4,5-diphenyl-2-oxazolyl)piperidine (100 mg) as a crude oil. Starting materials: Cc1cc(C#N)cc(CC#N)c1, [Cl-], CCn1c(Cl)c(C(C)C)c(=O)n(COC)c1=O, [H-], [NH4+], [Na+], CN(C)C=O. Product: CCn1c(C(C#N)c2cc(C)cc(C#N)c2)c(C(C)C)c(=O)n(COC)c1=O. RXN SMILES: [C:18](#[N:19])[c:20]1[cH:21][c:22]([CH2:23][C:24]#[N:25])[cH:26][c:27]([CH3:29])[cH:28]1.[Cl-:32].[Cl:1][c:2]1[c:3]([CH:15]([CH3:16])[CH3:17])[c:4](=[O:14])[n:5]([CH2:11][O:12][CH3:13])[c:6](=[O:10])[n:7]1[CH2:8][CH3:9].[H-:31].[NH4+:33].[Na+:30].[O:34]=[CH:35][N:36]([CH3:37])[CH3:38]>>[c:2]1([CH:23]([c:22]2[cH:21][c:20]([C:18]#[N:19])[cH:28][c:27]([CH3:29])[cH:26]2)[C:24]#[N:25])[c:3]([CH:15]([CH3:16])[CH3:17])[c:4](=[O:14])[n:5]([CH2:11][O:12][CH3:13])[c:6](=[O:10])[n:7]1[CH2:8][CH3:9].